This data is from the Open Reaction Database (ORD), a public repository of structured organic reaction records. The task is: describe an organic reaction: reactants, conditions, products, and yield Starting materials: C(CCC)[Li] (n-butyllithium), C(=O)C=1N=CN(C1)C(C1=CC=CC=C1)(C1=CC=CC=C1)C1=CC=CC=C1 (4-formyl-1-trityl-1H-imidazole), O (water), BrC1=CC2=CC=C(C=C2C=C1)OCF.FCOC=1C=C2C=CC(=CC2=CC1)C(C(C)C)(O)C=1N=CN(C1)C(C1=CC=CC=C1)(C1=CC=CC=C1)C1=CC=CC=C1 (1-(6-Fluoromethyloxynaphthalen-2-yl)-2-methyl-1-(1-trityl-1H-imidazol-4-yl)-1-propanol 2-Bromo-6-fluoromethyloxynaphthalene). Run in CCCCCC (hexane), C1CCOC1 (THF), CCOCC (ether). Run at temperature -70 celsius, time 20 minute. Yields the product FCOC=1C=C2C=CC(=CC2=CC1)C(C(C)C)(O)C=1N=CNC1 (1-(6-Fluoromethyloxynaphthalen-2-yl)-1-(1H-imidazol-4-yl)-2-methyl-1-propanol). Isolated yield 212.7%. Reaction SMILES: BrC1C=CC2C(=CC=C(OCF)C=2)C=1.[F:15][CH2:16][O:17][C:18]1[CH:19]=[C:20]2[C:25](=[CH:26][CH:27]=1)[CH:24]=[C:23]([C:28]([C:33]1[N:34]=[CH:35][N:36](C(C3C=CC=CC=3)(C3C=CC=CC=3)C3C=CC=CC=3)[CH:37]=1)([OH:32])[CH:29]([CH3:31])[CH3:30])[CH:22]=[CH:21]2.C([Li])CCC.C(C1N=CN(C(C2C=CC=CC=2)(C2C=CC=CC=2)C2C=CC=CC=2)C=1)=O.O>CCOCC.CCCCCC.C1COCC1>[F:15][CH2:16][O:17][C:18]1[CH:19]=[C:20]2[C:25](=[CH:26][CH:27]=1)[CH:24]=[C:23]([C:28]([C:33]1[N:34]=[CH:35][NH:36][CH:37]=1)([OH:32])[CH:29]([CH3:31])[CH3:30])[CH:22]=[CH:21]2 |f:0.1|. Reported procedure: Production of 1-(6-Fluoromethyloxynaphthalen-2-yl)-2-methyl-1-(1-trityl-1H-imidazol-4-yl)-1-propanol 2-Bromo-6-fluoromethyloxynaphthalene (2.10 g) was dissolved in ether (100 ml), and the solution was cooled to −70° C. To the solution was slowly added a solution of n-butyllithium in hexane (1.6 M, 5.7 ml), and the mixture was stirred at −70° C. for 20 min. To the mixture was added dropwise a solution of 4-formyl-1-trityl-1H-imidazole (1.58 g) in THF (10 ml). The mixture was stirred for 20 min at... Starting materials: C1CCOC1, COC(=O)CCCc1nc(-c2ccccc2N)co1, CCO, [Na+], [OH-]. The product is Nc1ccccc1-c1coc(CCCC(=O)O)n1. Reaction SMILES: [CH2:20]1[O:21][CH2:22][CH2:23][CH2:24]1.[CH3:1][O:2][C:3]([CH2:4][CH2:5][CH2:6][c:7]1[o:8][cH:9][c:10](-[c:12]2[c:13]([NH2:18])[cH:14][cH:15][cH:16][cH:17]2)[n:11]1)=[O:19].[CH3:27][CH2:28][OH:29].[Na+:26].[OH-:25]>>[O:2]=[C:3]([CH2:4][CH2:5][CH2:6][c:7]1[o:8][cH:9][c:10](-[c:12]2[c:13]([NH2:18])[cH:14][cH:15][cH:16][cH:17]2)[n:11]1)[OH:19]. The reactants are ClC1=CC=C(C=C1)C (4-chlorotoluene), C1(=CC=CC=C1)B(O)O (PhB(OH)2), [F-].[Cs+] (CsF), (Me3C)2PH(O), (Me3C)2PH(O), P (phosphorus-31). Reagents/catalysts: CC(=O)[O-].CC(=O)[O-].[Pd+2] (Pd(OAc)2). Solvent: O1CCOCC1 (1,4-dioxane). The product is C1(=CC=CC=C1)C1=CC=C(C=C1)C (4-phenyltoluene). Reaction SMILES: P.Cl[C:3]1[CH:8]=[CH:7][C:6]([CH3:9])=[CH:5][CH:4]=1.[C:10]1(B(O)O)[CH:15]=[CH:14][CH:13]=[CH:12][CH:11]=1.[F-].[Cs+]>CC([O-])=O.CC([O-])=O.[Pd+2].O1CCOCC1>[C:10]1([C:3]2[CH:8]=[CH:7][C:6]([CH3:9])=[CH:5][CH:4]=2)[CH:15]=[CH:14][CH:13]=[CH:12][CH:11]=1 |f:3.4,5.6.7|. Reported procedure: A 500 mL of round-bottomed flask equipped with magnetic stir bar was charged with 1.00 g (6.06 mm) of (Me3C)2PH(O), 670 mg (2.98 mm) of Pd(OAc)2 and 100 mL of 1,4-dioxane. The resulting mixture was then heated to a gentle reflux under open-to-air condition for 2 h. The phosphorus-31 NMR spectrum of the reaction mixture showed only the δ123.0 (singlet) resonance, and no unchanged (Me3C)2PH(O). Next, 112.659 g (100.0 mm) of 4-chlorotoluene, 113.41 g (110.0 mm) of PhB(OH)2 and 22.785 g (150 mm) of ... Starting materials: C1(=CC=CC=C1)CCCN1CCNCC1 (1-(3-phenylpropyl)piperazine), CC1=CC=C(O1)C(=O)Cl (5-methyl-2-furoyl chloride). Solvent: C1=CC=CC=C1 (benzene). The product is Cl.C1(=CC=CC=C1)CCCN1CCN(CC1)C(=O)C=1OC(=CC1)C (1-(3-Phenylpropyl)-4-(5-methyl-2-furoyl)piperazine hydrochloride). RXN SMILES: [C:1]1([CH2:7][CH2:8][CH2:9][N:10]2[CH2:15][CH2:14][NH:13][CH2:12][CH2:11]2)[CH:6]=[CH:5][CH:4]=[CH:3][CH:2]=1.[CH3:16][C:17]1[O:21][C:20]([C:22]([Cl:24])=[O:23])=[CH:19][CH:18]=1>C1C=CC=CC=1>[ClH:24].[C:1]1([CH2:7][CH2:8][CH2:9][N:10]2[CH2:11][CH2:12][N:13]([C:22]([C:20]3[O:21][C:17]([CH3:16])=[CH:18][CH:19]=3)=[O:23])[CH2:14][CH2:15]2)[CH:6]=[CH:5][CH:4]=[CH:3][CH:2]=1 |f:3.4|. Procedure: The compound was obtained by following the same process as in Example 1 from a mixture of 1-(3-phenylpropyl)piperazine, 5-methyl-2-furoyl chloride and benzene. Reactants: CC(C)(C)[Si](C)(C)Oc1ccc(C(O)(C(F)(F)F)C(F)(F)F)cc1, C1CCOC1, COc1ccc(CO)cc1, [Cl-], [NH4+], c1ccc(P(c2ccccc2)c2ccccc2)cc1. Product: COc1ccc(COC(c2ccc(O[Si](C)(C)C(C)(C)C)cc2)(C(F)(F)F)C(F)(F)F)cc1. As a reaction SMILES: [C:30]([CH3:31])([CH3:32])([CH3:33])[Si:34]([O:35][c:36]1[cH:37][cH:38][c:39]([C:42]([C:43]([F:44])([F:45])[F:46])([C:47]([F:48])([F:49])[F:50])[OH:51])[cH:40][cH:41]1)([CH3:52])[CH3:53].[CH2:56]1[O:57][CH2:58][CH2:59][CH2:60]1.[CH3:1][O:2][c:3]1[cH:4][cH:5][c:6]([CH2:7][OH:8])[cH:9][cH:10]1.[Cl-:54].[NH4+:55].[c:11]1([P:12]([c:13]2[cH:14][cH:15][cH:16][cH:17][cH:18]2)[c:19]2[cH:20][cH:21][cH:22][cH:23][cH:24]2)[cH:25][cH:26][cH:27][cH:28][cH:29]1>>[CH3:1][O:2][c:3]1[cH:4][cH:5][c:6]([CH2:7][O:8][C:42]([c:39]2[cH:38][cH:37][c:36]([O:35][Si:34]([C:30]([CH3:31])([CH3:32])[CH3:33])([CH3:52])[CH3:53])[cH:41][cH:40]2)([C:43]([F:44])([F:45])[F:46])[C:47]([F:48])([F:49])[F:50])[cH:9][cH:10]1. Reactants: Cl.Cl.C1(CCC1)N1CCNCCC1 (1-cyclobutyl-[1,4]diazepane dihydrochloride), [OH-].[Na+] (NaOH), ClC1=NC=C(CCl)C=C1 (6-chloronicotinyl chloride), 5-L, [OH-].[Na+] (NaOH). Solvent: C(C)(=O)OC(C)C (isopropyl acetate), C(C)(=O)OC(C)C (isopropyl acetate). Run at temperature 0 celsius, time 2 hour. The product is ClC1=CC=C(C=N1)C(=O)N1CCN(CCC1)C1CCC1 ((6-Chloro-pyridin-3-yl)-(4-cyclobutyl-[1,4]diazepan-1-yl)-methanone). Isolated yield 91.0%. RXN SMILES: Cl.Cl.[CH:3]1([N:7]2[CH2:13][CH2:12][CH2:11][NH:10][CH2:9][CH2:8]2)[CH2:6][CH2:5][CH2:4]1.[OH-:14].[Na+].[Cl:16][C:17]1[CH:24]=[CH:23][C:20]([CH2:21]Cl)=[CH:19][N:18]=1>C(OC(C)C)(=O)C>[Cl:16][C:17]1[N:18]=[CH:19][C:20]([C:21]([N:10]2[CH2:11][CH2:12][CH2:13][N:7]([CH:3]3[CH2:6][CH2:5][CH2:4]3)[CH2:8][CH2:9]2)=[O:14])=[CH:23][CH:24]=1 |f:0.1.2,3.4|. Procedure details: A 5-L, 3-necked, round-bottomed flask was equipped with a mechanical stirrer and a thermocouple and charged with 1-cyclobutyl-[1,4]diazepane dihydrochloride (110.0 g, 484.6 mmol), 1 N NaOH (1400 mL) and isopropyl acetate (600 mL). A pre-cooled (0° C.). solution of 6-chloronicotinyl chloride (82.7 g, 470.0 mmol) in isopropyl acetate (800 mL) was added via an addition funnel at a rate such that the reaction temperature was maintained between 5-10° C. After the addition was complete, the reaction m... Reactants: [Br-], CCOC(=O)CBr, CCCC[N+](CCCC)(CCCC)CCCC, CC#N, [Na+], [Na+], O=C([O-])[O-], CCCCC1(CC)CN(c2ccccc2)c2ccc(O)cc2S(=O)(=O)C1. The product is CCCCC1(CC)CN(c2ccccc2)c2ccc(OCC(=O)OCC)cc2S(=O)(=O)C1. RXN SMILES: [Br-:40].[Br:27][CH2:28][C:29](=[O:30])[O:31][CH2:32][CH3:33].[CH3:41][CH2:42][CH2:43][CH2:44][N+:45]([CH2:46][CH2:47][CH2:48][CH3:49])([CH2:50][CH2:51][CH2:52][CH3:53])[CH2:54][CH2:55][CH2:56][CH3:57].[CH3:58][C:59]#[N:60].[Na+:34].[Na+:35].[O-:36][C:37](=[O:38])[O-:39].[O:1]=[S:2]1(=[O:26])[CH2:3][C:4]([CH2:20][CH3:21])([CH2:22][CH2:23][CH2:24][CH3:25])[CH2:5][N:6]([c:14]2[cH:15][cH:16][cH:17][cH:18][cH:19]2)[c:7]2[c:8]1[cH:9][c:10]([OH:13])[cH:11][cH:12]2>>[O:1]=[S:2]1(=[O:26])[CH2:3][C:4]([CH2:20][CH3:21])([CH2:22][CH2:23][CH2:24][CH3:25])[CH2:5][N:6]([c:14]2[cH:15][cH:16][cH:17][cH:18][cH:19]2)[c:7]2[c:8]1[cH:9][c:10]([O:13][CH2:28][C:29](=[O:30])[O:31][CH2:32][CH3:33])[cH:11][cH:12]2.